This data is from the Open Reaction Database (ORD), a public repository of structured organic reaction records. The task is: describe an organic reaction: reactants, conditions, products, and yield The reactants are [H][H] (hydrogen), O[C@H]1[C@@H](O[C@@H]([C@H]1O)COC)N1C2=NC(=NC(=C2N=C1)NCC(C1=CC=CC=C1)C1=CC=CC=C1)C#N (9-[(2R,3R,4S,5R)-3,4-dihydroxy-5-(methoxymethyl)tetrahydro-2-furanyl]-6-[(2,2-diphenylethyl)amino]-9H-purine-2-carbonitrile), N (ammonia). The reagents and catalysts are [Pd] (palladium on charcoal). The solvent is C(C)O (ethanol). Reaction conditions: time 24 hour. Yields the product NCC1=NC(=C2N=CN(C2=N1)[C@@H]1O[C@@H]([C@H]([C@H]1O)O)COC)NCC(C1=CC=CC=C1)C1=CC=CC=C1 ((2R,3R,4S,5R)-2-{2-(Aminomethyl)-6-[(2,2-diphenylethyl)amino]-9H-purin-9-yl}-5-(methoxymethyl)tetrahydro-3,4-furandiol), solid. Yield: 48.0%. RXN SMILES: [OH:1][C@@H:2]1[C@H:6]([OH:7])[C@@H:5]([CH2:8][O:9][CH3:10])[O:4][C@H:3]1[N:11]1[CH:19]=[N:18][C:17]2[C:12]1=[N:13][C:14]([C:35]#[N:36])=[N:15][C:16]=2[NH:20][CH2:21][CH:22]([C:29]1[CH:34]=[CH:33][CH:32]=[CH:31][CH:30]=1)[C:23]1[CH:28]=[CH:27][CH:26]=[CH:25][CH:24]=1.N.[H][H]>C(O)C.[Pd]>[NH2:36][CH2:35][C:14]1[N:13]=[C:12]2[C:17]([N:18]=[CH:19][N:11]2[C@H:3]2[C@H:2]([OH:1])[C@H:6]([OH:7])[C@@H:5]([CH2:8][O:9][CH3:10])[O:4]2)=[C:16]([NH:20][CH2:21][CH:22]([C:29]2[CH:34]=[CH:33][CH:32]=[CH:31][CH:30]=2)[C:23]2[CH:24]=[CH:25][CH:26]=[CH:27][CH:28]=2)[N:15]=1. Procedure details: A solution of 9-[(2R,3R,4S,5R)-3,4-dihydroxy-5-(methoxymethyl)tetrahydro-2-furanyl]-6-[(2,2-diphenylethyl)amino]-9H-purine-2-carbonitrile (preparation 12) (2.15 g, 4.42 mmol) in ethanol (120 ml) saturated with ammonia gas was treated with 5% palladium on charcoal (1 g), pressurised to 1034 kPa (150 psi) with hydrogen in a sealed vessel and stirred at room temperature for 24 hr. The mixture was then filtered through Arbocel (trade mark) and the residue washed with ethanol. The solvent was removed... Starting materials: ClC1=NC(=CC=C1[N+](=O)[O-])Cl (2,6-dichloro-3-nitropyridine), CC1CCNCC1 (4-methylpiperidine). Run in C(C)O (ethanol). Conditions: time 15 hour. Yields the product ClC1=CC=C(C(=N1)N1CCC(CC1)C)[N+](=O)[O-] (6′-Chloro-4-methyl-3′-nitro-3,4,5,6-tetrahydro-2H-[1,2′]bipyridinyl). The yield is 45.1%. RXN SMILES: Cl[C:2]1[C:7]([N+:8]([O-:10])=[O:9])=[CH:6][CH:5]=[C:4]([Cl:11])[N:3]=1.[CH3:12][CH:13]1[CH2:18][CH2:17][NH:16][CH2:15][CH2:14]1>C(O)C>[Cl:11][C:4]1[N:3]=[C:2]([N:16]2[CH2:17][CH2:18][CH:13]([CH3:12])[CH2:14][CH2:15]2)[C:7]([N+:8]([O-:10])=[O:9])=[CH:6][CH:5]=1. Reported procedure: A flask was charged with 2,6-dichloro-3-nitropyridine (1.00 g, 5.00 mmol), absolute ethanol (25 mL), and 4-methylpiperidine (0.65 mL, 5.5 mmol) and stirred 15 h at RT. The solvents were removed in vacuo and purification of the resulting residue by silica gel preparative TLC eluting with 10% ethyl acetate in hexane yielded 577 mg (45%) of the title compound as a yellow glass. LC-MS (ESI, m/z): Calcd. for C11H15ClN3O2, 256.1/258.1 (M+H); found: 256.1/258.1.